From a dataset of the Open Reaction Database (ORD), a public repository of structured organic reaction records. describe an organic reaction: reactants, conditions, products, and yield The reactants are CI (Methyl iodide), C1(=CC=CC=C1)N1N=CN=C1 (1-phenyl-1,2,4-triazole). Run in C(C)#N (acetonitrile). Run at temperature 80 celsius. Yields the product [I-].C1(=CC=CC=C1)[N+]=1N=CN(C1)C (1-phenyl-4-methyl-1,2,4-triazolium iodide). Isolated yield 41.0%. As a reaction SMILES: [CH3:1][I:2].[C:3]1([N:9]2[CH:13]=[N:12][CH:11]=[N:10]2)[CH:8]=[CH:7][CH:6]=[CH:5][CH:4]=1>C(#N)C>[I-:2].[C:3]1([N+:9]2[N:10]=[CH:11][N:12]([CH3:1])[CH:13]=2)[CH:4]=[CH:5][CH:6]=[CH:7][CH:8]=1 |f:3.4|. Procedure: Methyl iodide (0.13 ml; 2 mmol) is added to a solution of 1-phenyl-1,2,4-triazole—which was obtained according to Antilla, J. C. et al., Journal of Organic Chemistry 2004, 69, 5578-5587—(0.15 g; 1 mmol) in 1 ml of acetonitrile. This mixture is heated at 80° C. for 16 hours, and is then evaporated to dryness. The residue obtained is recrystallized from a minimum amount of ethyl acetate, thus making it possible to obtain 0.12 g of the desired product (41%) whose characteristics are the following: